From a dataset of the Open Reaction Database (ORD), a public repository of structured organic reaction records. describe an organic reaction: reactants, conditions, products, and yield Reactants: C(CC)C1=C(C=CC=C1)CCC (o-dipropylbenzene), CNN (methyl hydrazine), BrN1C(CCC1=O)=O (N-bromosuccinimide), C(C1=CC=CC=C1)(=O)OOC(C1=CC=CC=C1)=O (benzoyl peroxide). The solvent is CCOCC (ether), C(Cl)(Cl)(Cl)Cl (carbon tetrachloride). Product: C(C)C=1N(C(=C2C=CC=CC12)CC)C (1,3-diethyl-2-methylisoindole). Reaction SMILES: [CH2:1]([C:4]1[CH:9]=[CH:8][CH:7]=[CH:6][C:5]=1[CH2:10][CH2:11][CH3:12])[CH2:2][CH3:3].Br[N:14]1C(=O)CC[C:15]1=O.C(OOC(=O)C1C=CC=CC=1)(=O)C1C=CC=CC=1.CNN>CCOCC.C(Cl)(Cl)(Cl)Cl>[CH2:2]([C:1]1[N:14]([CH3:15])[C:10]([CH2:11][CH3:12])=[C:5]2[C:4]=1[CH:9]=[CH:8][CH:7]=[CH:6]2)[CH3:3]. Procedure: A mixture of 0.374 mole of o-dipropylbenzene, 146 g. (0.822 mole) of N-bromosuccinimide, 0.1 g. of benzoyl peroxide, and 800 ml. of carbon tetrachloride is heated under reflux with stirring and ultraviolet irradiation until the reaction is complete. The precipitated succinimide is filtered, washed with carbon tetrachloride, and the filtrate is evaporated to dryness under reduced pressure. The residual α,α'-dibromo-o-dipropylbenzene is dissolved in 800 ml. of absolute ether. To the stirred soluti...